Dataset: the Open Reaction Database (ORD), a public repository of structured organic reaction records. Task: describe an organic reaction: reactants, conditions, products, and yield Starting materials: CCOC(=O)C (EtOAc), Cl (HCl), S1C=C(C=C1)C(=O)Cl (3-Thiophenecarbonyl chloride), C(C)(C)NC1CCCCC1 (N-isopropylcyclohexylamine), [Li]CCCC (nBuLi), CCOC(=O)C (EtOAc). The solvent is [Cl-].[Na+].O (brine), C1CCOC1 (THF), C1CCOC1 (THF). Reaction conditions: time 30 minute. The product is O=C(CC(=O)OCC)C1=CSC=C1 (Ethyl 3-oxo-3-(3-thienyl)propionate). RXN SMILES: C(NC1CCCCC1)(C)C.[Li]CCCC.[S:16]1[CH:20]=[CH:19][C:18]([C:21](Cl)=[O:22])=[CH:17]1.Cl.[CH3:25][CH2:26][O:27][C:28]([CH3:30])=[O:29]>C1COCC1.[Cl-].[Na+].O>[O:22]=[C:21]([C:18]1[CH:19]=[CH:20][S:16][CH:17]=1)[CH2:30][C:28]([O:27][CH2:26][CH3:25])=[O:29] |f:6.7.8|. Reported procedure: To a solution of N-isopropylcyclohexylamine (5.64 g) in THF (80 mL) cooled to -78° C. under nitrogen was added nBuLi (25 mL, 1.6M in hexane) and the mixture was stirred for 30 min. EtOAc (1.95 mL) was added and after a further 30 min., 3-thiophene carbonyl chloride (from Step 1) dissolved in 3 mL THF was added. After 30 min., 1N HCl (75 mL) was added followed by brine and EtOAc. The organic layer was separated, dried and concentrated. Purification by column chromatography (5% EtOAc/hexane) affor... Reaction SMILES: [C:31]([BH3-:32])#[N:33].[CH2:6]([c:7]1[cH:8][cH:9][cH:10][cH:11][cH:12]1)[O:13][c:14]1[c:15]([CH:21]([CH2:22][CH:23]=[O:24])[c:25]2[cH:26][cH:27][cH:28][cH:29][cH:30]2)[cH:16][c:17]([Br:20])[cH:18][cH:19]1.[CH3:35][OH:36].[CH:1]1([NH2:5])[CH2:2][CH2:3][CH2:4]1.[Na+:34]>>[CH:1]1([NH:5][CH2:23][CH2:22][CH:21]([c:15]2[c:14]([O:13][CH2:6][c:7]3[cH:8][cH:9][cH:10][cH:11][cH:12]3)[cH:19][cH:18][c:17]([Br:20])[cH:16]2)[c:25]2[cH:26][cH:27][cH:28][cH:29][cH:30]2)[CH2:2][CH2:3][CH2:4]1. Starting materials: [BH3-]C#N, O=CCC(c1ccccc1)c1cc(Br)ccc1OCc1ccccc1, CO, NC1CCC1, [Na+]. The product is Brc1ccc(OCc2ccccc2)c(C(CCNC2CCC2)c2ccccc2)c1. Starting materials: ClC=1C=C(C=CC1)C#CC1=NOC2(C1)CCC(CC2)=O (3-[(3-Chlorophenyl)ethynyl]-1-oxa-2-azaspiro[4.5]dec-2-en-8-one), CN(C)P(N(C)C)N(C)C (tris-dimethylaminophosphine), BrC(F)(F)Br (dibromodifluoromethane). Run in C1CCOC1 (THF), C1CCOC1 (THF). Reaction conditions: time 30 minute. Product: ClC=1C=C(C=CC1)C#CC=1CC2(ON1)CCC(CC2)=C(F)F (2-[2-(3-Chlorophenyl)ethynyl]-8-(difluoromethylene)-4-oxa-3-azaspiro[4.5]dec-2-ene). Yield: 13.7%. As a reaction SMILES: CN(P(N(C)C)N(C)C)C.Br[C:12](Br)([F:14])[F:13].[Cl:16][C:17]1[CH:18]=[C:19]([C:23]#[C:24][C:25]2[CH2:29][C:28]3([CH2:34][CH2:33][C:32](=O)[CH2:31][CH2:30]3)[O:27][N:26]=2)[CH:20]=[CH:21][CH:22]=1>C1COCC1>[Cl:16][C:17]1[CH:18]=[C:19]([C:23]#[C:24][C:25]2[CH2:29][C:28]3([CH2:34][CH2:33][C:32](=[C:12]([F:14])[F:13])[CH2:31][CH2:30]3)[O:27][N:26]=2)[CH:20]=[CH:21][CH:22]=1. Procedure: A solution of tris-dimethylaminophosphine in 2.6 mL of anhydrous THF was added under a nitrogen atmosphere to a solution of dibromodifluoromethane in 3.9 mL of anhydrous THF at 0° C. over 15 min. The reaction mixture was stirred at r.t. for 30 min. Afterwards, a solution of the Compound of Example 32 (0.275 g, 0.956 mmol) was added dropwise. After overnight resting, the solution was evaporated and taken up with EtOAc. Washing with water, drying the organic layer with Na2SO4 and evaporating to dr... Reactants: B, CC(C)C(O)C1OCCN(Cc2ccccc2)C1=O, C1CCOC1, C1CCOC1. Yields the product CC(C)C(O)C1CN(Cc2ccccc2)CCO1. Reaction SMILES: [BH3:25].[CH2:1]([c:2]1[cH:3][cH:4][cH:5][cH:6][cH:7]1)[N:8]1[C:9](=[O:19])[CH:10]([CH:14]([CH:15]([CH3:16])[CH3:17])[OH:18])[O:11][CH2:12][CH2:13]1.[O:20]1[CH2:21][CH2:22][CH2:23][CH2:24]1.[O:26]1[CH2:27][CH2:28][CH2:29][CH2:30]1>>[CH2:1]([c:2]1[cH:3][cH:4][cH:5][cH:6][cH:7]1)[N:8]1[CH2:9][CH:10]([CH:14]([CH:15]([CH3:16])[CH3:17])[OH:18])[O:11][CH2:12][CH2:13]1. Reactants: ClCCl, ClP(Cl)(Cl)(Cl)Cl, Cc1nc(C(=O)O)c2n1-c1ccc(Cl)cc1C(c1ccccc1F)=NC2, Nc1ccccc1. The product is Cc1nc(C(=O)Nc2ccccc2)c2n1-c1ccc(Cl)cc1C(c1ccccc1F)=NC2. Reaction SMILES: [CH2:40]([Cl:41])[Cl:42].[Cl:1][P:2]([Cl:3])([Cl:4])([Cl:5])[Cl:6].[Cl:7][c:8]1[cH:9][cH:10][c:11]2[c:12]([cH:32]1)[C:13]([c:25]1[c:26]([F:31])[cH:27][cH:28][cH:29][cH:30]1)=[N:14][CH2:15][c:16]1[n:17]-2[c:18]([CH3:24])[n:19][c:20]1[C:21](=[O:22])[OH:23].[NH2:33][c:34]1[cH:35][cH:36][cH:37][cH:38][cH:39]1>>[Cl:7][c:8]1[cH:9][cH:10][c:11]2[c:12]([cH:32]1)[C:13]([c:25]1[c:26]([F:31])[cH:27][cH:28][cH:29][cH:30]1)=[N:14][CH2:15][c:16]1[n:17]-2[c:18]([CH3:24])[n:19][c:20]1[C:21](=[O:22])[NH:33][c:34]1[cH:35][cH:36][cH:37][cH:38][cH:39]1. Reactants: BrC1=CNC(C=2N1C=NN2)=O (5-bromo-7H-[1,2,4]triazolo[4,3-a]pyrazin-8-one), [H-].[Na+] (NaH), O (water), CI (methyl iodide). The solvent is C(Cl)Cl.CC(C)O (Methylene chloride 2-propanol), CN(C)C=O (DMF). Reaction conditions: temperature 20 celsius, time 1 hour. The product is BrC1=CN(C(C=2N1C=NN2)=O)C (5-bromo-7-methyl-[1,2,4]triazolo[4,3-a]pyrazin-8-one). Yield: 46.9%. RXN SMILES: [Br:1][C:2]1[N:7]2[CH:8]=[N:9][N:10]=[C:6]2[C:5](=[O:11])[NH:4][CH:3]=1.[H-].[Na+].[CH3:14]I.O>CN(C=O)C.C(Cl)Cl.CC(O)C>[Br:1][C:2]1[N:7]2[CH:8]=[N:9][N:10]=[C:6]2[C:5](=[O:11])[N:4]([CH3:14])[CH:3]=1 |f:1.2,6.7|. Procedure: To a solution of of the title compound of step 1 (400 mg, 1.86 mmol) in DMF (4 mL) was added NaH (149 mg, 3.72 mmol, 60% in mineral oil) in portions at 0° C. under N2. The mixture was stirred at 20° C. for 1 h, and methyl iodide (792 mg, 5.58 mmol) was added. After stirring at 20° C. for 5 h, water was added. Methylene chloride:2-propanol (10:1) extractive work up gave the title compound (200 mg, yield: 47%) as a light yellow solid which was carried on without purification. 1H NMR (DMSO-d6, 400 ...